Dataset: the Open Reaction Database (ORD), a public repository of structured organic reaction records. Task: describe an organic reaction: reactants, conditions, products, and yield The reactants are C1CCNCC1, Cc1ccc(NC(=O)c2ccnc(Cl)c2)cc1-c1ccc(C(=O)NCC2CC2)cc1. The product is Cc1ccc(NC(=O)c2ccnc(N3CCCCC3)c2)cc1-c1ccc(C(=O)NCC2CC2)cc1. RXN SMILES: [CH2:31]1[CH2:32][CH2:33][NH:34][CH2:35][CH2:36]1.[Cl:1][c:2]1[cH:3][c:4]([C:5](=[O:6])[NH:7][c:8]2[cH:9][c:10](-[c:15]3[cH:16][cH:17][c:18]([C:21](=[O:22])[NH:23][CH2:24][CH:25]4[CH2:26][CH2:27]4)[cH:19][cH:20]3)[c:11]([CH3:14])[cH:12][cH:13]2)[cH:28][cH:29][n:30]1>>[c:2]1([N:34]2[CH2:33][CH2:32][CH2:31][CH2:36][CH2:35]2)[cH:3][c:4]([C:5](=[O:6])[NH:7][c:8]2[cH:9][c:10](-[c:15]3[cH:16][cH:17][c:18]([C:21](=[O:22])[NH:23][CH2:24][CH:25]4[CH2:26][CH2:27]4)[cH:19][cH:20]3)[c:11]([CH3:14])[cH:12][cH:13]2)[cH:28][cH:29][n:30]1. Reactants: CC(=O)O, CCOc1ccc(N)cc1, ClCCl, [Na+], [Na+], O=C([O-])O, CC(CC#N)N1CCC(=O)CC1, [OH-]. Yields the product CCOc1ccc(NC2CCN(C(C)CC#N)CC2)cc1. RXN SMILES: [C:33]([OH:34])(=[O:35])[CH3:36].[CH2:1]([CH3:2])[O:3][c:4]1[cH:5][cH:6][c:7]([NH2:8])[cH:9][cH:10]1.[Cl:30][CH2:31][Cl:32].[Na+:27].[Na+:29].[O-:23][C:24]([OH:25])=[O:26].[O:11]=[C:12]1[CH2:13][CH2:14][N:15]([CH:18]([CH2:19][C:20]#[N:21])[CH3:22])[CH2:16][CH2:17]1.[OH-:28]>>[CH2:1]([CH3:2])[O:3][c:4]1[cH:5][cH:6][c:7]([NH:8][CH:12]2[CH2:13][CH2:14][N:15]([CH:18]([CH2:19][C:20]#[N:21])[CH3:22])[CH2:16][CH2:17]2)[cH:9][cH:10]1. The reactants are N#CC1(c2ccccc2)CCN(Cc2ccccc2)CC1, CCO, [Na+], [OH-], O. The product is O=C([NH2+][O-])C1(c2ccccc2)CCN(Cc2ccccc2)CC1. RXN SMILES: [CH2:1]([c:2]1[cH:3][cH:4][cH:5][cH:6][cH:7]1)[N:8]1[CH2:9][CH2:10][C:11]([C:14]#[N:15])([c:16]2[cH:17][cH:18][cH:19][cH:20][cH:21]2)[CH2:12][CH2:13]1.[CH3:24][CH2:25][OH:26].[Na+:23].[OH-:22].[OH2:27]>>[CH2:1]([c:2]1[cH:3][cH:4][cH:5][cH:6][cH:7]1)[N:8]1[CH2:9][CH2:10][C:11]([C:14]([NH2+:15][O-:26])=[O:22])([c:16]2[cH:17][cH:18][cH:19][cH:20][cH:21]2)[CH2:12][CH2:13]1. Reactants: C([O-])([O-])=O.[K+].[K+] (potassium carbonate), C(C1=CC=CC=C1)N1C=NC=2N(C(NC(C12)=O)=O)CC(C)C (7-Benzyl-3-isobutylxanthine), C(CC)OCCl (propoxymethyl chloride). Solvent: CO (methanol), O (water), O (water), CN(C=O)C (dimethylformamide). Reaction conditions: time 1 hour. Product: C(C1=CC=CC=C1)N1C=NC=2N(C(N(C(C12)=O)COCCC)=O)CC(C)C (7-Benzyl-3-isobutyl-1-propoxymethylxanthine). RXN SMILES: C(=O)([O-])[O-].[K+].[K+].[CH2:7]([N:14]1[C:22]2[C:21](=[O:23])[NH:20][C:19](=[O:24])[N:18]([CH2:25][CH:26]([CH3:28])[CH3:27])[C:17]=2[N:16]=[CH:15]1)[C:8]1[CH:13]=[CH:12][CH:11]=[CH:10][CH:9]=1.[CH2:29]([O:32][CH2:33]Cl)[CH2:30][CH3:31]>CN(C)C=O.O.CO>[CH2:7]([N:14]1[C:22]2[C:21](=[O:23])[N:20]([CH2:33][O:32][CH2:29][CH2:30][CH3:31])[C:19](=[O:24])[N:18]([CH2:25][CH:26]([CH3:28])[CH3:27])[C:17]=2[N:16]=[CH:15]1)[C:8]1[CH:13]=[CH:12][CH:11]=[CH:10][CH:9]=1 |f:0.1.2|. Procedure: 0.86 g (6.2 mmol) of potassium carbonate was added at 60° C. to a suspension of 1.16 g (3.9 mmol) of 7-benzyl-3-isobutylxanthine from stage c) in 60 ml of dimethylformamide and the mixture was stirred at this temperature for 1 hour. 0.56 ml (5.1 mmol) of propoxymethyl chloride was then added dropwise and the mixture was stirred at 80° C. for 5.5 hours. 12 ml of water and 5 ml of methanol were then added, the mixture was allowed to stand overnight, 60 ml of water were again added and the mixture ...